This data is from the Open Reaction Database (ORD), a public repository of structured organic reaction records. The task is: describe an organic reaction: reactants, conditions, products, and yield Reactants: C1(=CC=CC=C1)S(=O)(=O)N1C=C(C2=C1N=CN=C2Cl)C(C=2C=CC(=NC2F)N(C(OC(C)(C)C)=O)C=2C=NC(=CC2)C)O (tert-butyl N-[5-[[7-(benzenesulfonyl)-4-chloro-pyrrolo[2,3-d]pyrimidin-5-yl]-hydroxy-methyl]-6-fluoro-2-pyridyl]-N-(6-methyl-3-pyridyl)carbamate), CN (methylamine). Run in C(C)(C)O (Isopropyl alcohol), C1CCOC1 (THF). Conditions: temperature 40 celsius, time 6 hour. Product: C1(=CC=CC=C1)S(=O)(=O)N1C=C(C2=C1N=CN=C2NC)C(C=2C=CC(=NC2F)N(C(OC(C)(C)C)=O)C=2C=NC(=CC2)C)O (tert-butyl N-[5-[[7-(benzenesulfonyl)-4-methylamino-pyrrolo[2,3-d]pyrimidin-5-yl]-hydroxy-methyl]-6-fluoro-2-pyridyl]-N-(6-methyl-3-pyridyl)carbamate). Reaction SMILES: [C:1]1([S:7]([N:10]2[C:14]3[N:15]=[CH:16][N:17]=[C:18](Cl)[C:13]=3[C:12]([CH:20]([OH:43])[C:21]3[CH:22]=[CH:23][C:24]([N:28]([C:36]4[CH:37]=[N:38][C:39]([CH3:42])=[CH:40][CH:41]=4)[C:29](=[O:35])[O:30][C:31]([CH3:34])([CH3:33])[CH3:32])=[N:25][C:26]=3[F:27])=[CH:11]2)(=[O:9])=[O:8])[CH:6]=[CH:5][CH:4]=[CH:3][CH:2]=1.[CH3:44][NH2:45]>C(O)(C)C.C1COCC1>[C:1]1([S:7]([N:10]2[C:14]3[N:15]=[CH:16][N:17]=[C:18]([NH:45][CH3:44])[C:13]=3[C:12]([CH:20]([OH:43])[C:21]3[CH:22]=[CH:23][C:24]([N:28]([C:36]4[CH:37]=[N:38][C:39]([CH3:42])=[CH:40][CH:41]=4)[C:29](=[O:35])[O:30][C:31]([CH3:34])([CH3:33])[CH3:32])=[N:25][C:26]=3[F:27])=[CH:11]2)(=[O:9])=[O:8])[CH:6]=[CH:5][CH:4]=[CH:3][CH:2]=1. Reported procedure: To tert-butyl N-[5-[[7-(benzenesulfonyl)-4-chloro-pyrrolo[2,3-d]pyrimidin-5-yl]-hydroxy-methyl]-6-fluoro-2-pyridyl]-N-(6-methyl-3-pyridyl)carbamate (85, 75 mg, 0.12 mmol) in Isopropyl alcohol (0.80 mL) was added 2M methylamine in THF (0.6 ml). The resulting solution was stirred at 40° C. for 6 hours. The reaction was concentrated to give product (86, 70 mg, 94.2%). MS (ESI) [M+H+]+=620. Starting materials: Brc1ccc(CN2CCCCC2)cc1, O=C([O-])[O-], C#CCCN1CCCCC1, COCCOC, [Cu]I, [K+], [K+], O, c1ccc(P(c2ccccc2)c2ccccc2)cc1. Yields the product C(#Cc1ccc(CN2CCCCC2)cc1)CCN1CCCCC1. As a reaction SMILES: [Br:1][c:2]1[cH:3][cH:4][c:5]([CH2:6][N:7]2[CH2:8][CH2:9][CH2:10][CH2:11][CH2:12]2)[cH:13][cH:14]1.[C:15](=[O:16])([O-:17])[O-:18].[CH2:40]([CH2:41][C:42]#[CH:43])[N:44]1[CH2:45][CH2:46][CH2:47][CH2:48][CH2:49]1.[CH3:51][O:52][CH2:53][CH2:54][O:55][CH3:56].[Cu:57][I:58].[K+:19].[K+:20].[OH2:50].[c:21]1([P:22]([c:23]2[cH:24][cH:25][cH:26][cH:27][cH:28]2)[c:29]2[cH:30][cH:31][cH:32][cH:33][cH:34]2)[cH:35][cH:36][cH:37][cH:38][cH:39]1>>[c:2]1([C:43]#[C:42][CH2:41][CH2:40][N:44]2[CH2:45][CH2:46][CH2:47][CH2:48][CH2:49]2)[cH:3][cH:4][c:5]([CH2:6][N:7]2[CH2:8][CH2:9][CH2:10][CH2:11][CH2:12]2)[cH:13][cH:14]1. RXN SMILES: [CH3:18][c:19]1[cH:20][cH:21][c:22]([CH2:23][NH2:24])[cH:25][cH:26]1.[Cl:1][C:2]1=[N:3][O:4][CH2:5][CH:6]1[N:7]1[C:8](=[O:17])[c:9]2[c:10]([cH:13][cH:14][cH:15][cH:16]2)[C:11]1=[O:12].[O:27]1[CH2:28][CH2:29][CH2:30][CH2:31]1>>[Cl:1][C:2]1=[N:3][O:4][CH2:5][CH:6]1[NH:7][C:11]([c:10]1[c:9]([C:8](=[O:17])[NH:24][CH2:23][c:22]2[cH:21][cH:20][c:19]([CH3:18])[cH:26][cH:25]2)[cH:16][cH:15][cH:14][cH:13]1)=[O:12]. Reactants: Cc1ccc(CN)cc1, O=C1c2ccccc2C(=O)N1C1CON=C1Cl, C1CCOC1. The product is Cc1ccc(CNC(=O)c2ccccc2C(=O)NC2CON=C2Cl)cc1. The reactants are C(C=C)Br (allyl bromide), C(C1=CC=CC=C1)[C@@H]1N(C(OC1)=O)C(CCCC1(OCCO1)C)=O (4(S)-Benzyl-3-[4-(2-methyl-[1,3]dioxolan-2-yl)-butyryl]-oxazolidin-2-one), C[Si](C)(C)[NH-].C[Si](C)(C)[NH-].[Li+].[Li+] (lithium bis(trimethylsilylamide)), solution. Run in O1CCCC1 (tetrahydrofuran), O1CCCC1 (tetrahydrofuran), C(C)(=O)OCC (ethyl acetate). Reaction conditions: temperature 0 celsius, time 20 minute. Yields the product C(C1=CC=CC=C1)[C@@H]1N(C(OC1)=O)C([C@@H](CC=C)CCC1(OCCO1)C)=O (4(S)-Benzyl-3-{2(R)-[2-(2-methyl-[1,3]dioxolan-2-yl)-ethyl]-pent-4-enoyl}-oxazolidin-2-one). As a reaction SMILES: [CH2:1]([C@H:8]1[CH2:12][O:11][C:10](=[O:13])[N:9]1[C:14](=[O:24])[CH2:15][CH2:16][CH2:17][C:18]1([CH3:23])[O:22][CH2:21][CH2:20][O:19]1)[C:2]1[CH:7]=[CH:6][CH:5]=[CH:4][CH:3]=1.C[Si]([NH-])(C)C.C[Si]([NH-])(C)C.[Li+].[Li+].[CH2:37](Br)[CH:38]=[CH2:39]>O1CCCC1.C(OCC)(=O)C>[CH2:1]([C@H:8]1[CH2:12][O:11][C:10](=[O:13])[N:9]1[C:14](=[O:24])[C@H:15]([CH2:16][CH2:17][C:18]1([CH3:23])[O:19][CH2:20][CH2:21][O:22]1)[CH2:39][CH:38]=[CH2:37])[C:2]1[CH:3]=[CH:4][CH:5]=[CH:6][CH:7]=1 |f:1.2.3.4|. Procedure details: To a stirred solution of 1-9 (19.3 g, 57.9 mmol) in tetrahydrofuran (400 mL) at −78° C. under argon was added a solution of lithium bis(trimethylsilylamide) (75.2 mL of a 1.0 M solution in tetrahydrofuran) over 20 min. After an additional 20 min., allyl bromide (14.0 g, 116 mmol) was added in one portion. After 20 min., the reaction mixture was allowed to warm to 0° C. After 3.5 h, the reaction mixture was diluted with ethyl acetate, washed with water, saturated aqueous sodium hydrogen carbonate... The reactants are C(#C)[Mg]Br (ethynylmagnesium bromide), N1=C2N(C=C1)CCC2=O (5H,6H-pyrrolo[1,2-a]imidazol-7-one). Run in C1CCOC1 (THF). Conditions: time 1 hour. Product: C(#C)C1(CCN2C1=NC=C2)O (7-ethynyl-5H,6H-pyrrolo[1,2-a]imidazol-7-ol). Reaction SMILES: [C:1]([Mg]Br)#[CH:2].[N:5]1[CH:9]=[CH:8][N:7]2[CH2:10][CH2:11][C:12](=[O:13])[C:6]=12>C1COCC1>[C:1]([C:12]1([OH:13])[C:6]2=[N:5][CH:9]=[CH:8][N:7]2[CH2:10][CH2:11]1)#[CH:2]. Procedure: To a solution of ethynylmagnesium bromide (0.5M in THF, 14.6 mL, 7.3 mmol) at 0° C. was added 5H,6H-pyrrolo[1,2-a]imidazol-7-one (900 mg, 4.86 mmol) in THF (10 mL) slowly. The reaction mixture was allowed to warm to RT and stirred for 1 hr. The reaction mixture was quenched with saturated aqueous NH4Cl solution (10 mL) and the organics were removed in vacuo. The product was extracted into EtOAc (10 mL×2) and the combined organics were dried (Na2SO4), filtered and concentrated in vacuo. Purificat... Starting materials: O (water), O=C(C(=O)O)CC (2-oxobutyric acid), C(C1=CC=CC=C1)O (benzyl alcohol), O (water). The solvent is C1=CC=CC=C1 (benzene). The product is C(C1=CC=CC=C1)OC(C(CC)=O)=O (2-oxo-butyric acid benzyl ester). The yield is 59.9%. As a reaction SMILES: [O:1]=[C:2]([CH2:6][CH3:7])[C:3]([OH:5])=[O:4].[CH2:8](O)[C:9]1[CH:14]=[CH:13][CH:12]=[CH:11][CH:10]=1.O>C1C=CC=CC=1>[CH2:8]([O:4][C:3](=[O:5])[C:2](=[O:1])[CH2:6][CH3:7])[C:9]1[CH:14]=[CH:13][CH:12]=[CH:11][CH:10]=1. Reported procedure: A mixture of 2-oxobutyric acid (11.5 g, 113 mmol), and benzyl alcohol (14.0 mL, 135 mmol) in benzene (100 mL) was heated to reflux under a Dean-Stark water separator. After refluxing for 16 hrs˜2 mL of water had collected in the trap (˜100% of theoretical). The reaction mixture was allowed to cool to ambient temperature, and then concentrated under reduced pressure to afford a pale yellow oil. The crude material was purified by flash chromatography eluting with a gradient from 0% to 15% ethyl ac...